Dataset: the Open Reaction Database (ORD), a public repository of structured organic reaction records. Task: describe an organic reaction: reactants, conditions, products, and yield Reported procedure: To 6-nitro-3-iodo-[2-(trimethyl-silanyl)-ethoxymethyl]-1H-indazole (11.0 g, 26.1 mmol), styryl boronic acid (4.64, 31.4 mmol), and Pd(PPh3)4 (1.25 g, 1.08 mmol) under an atmosphere of argon was added toluene (192 mL), MeOH (4 mL) and 2N NaOH (aq) (32.6 mL, 65.3 mmol). The resulting heterogeneous mixture was heated to 90° C. After 8 h the reaction was diluted with EtOAc (150 mL) and water (50 mL), the phases were separated and the organic was extracted 2×50 mL EtOAc. The pooled organic phase was ... As a reaction SMILES: [N+:1]([C:4]1[CH:12]=[C:11]2[C:7]([C:8](I)=[N:9][N:10]2[CH2:13][O:14][CH2:15][CH2:16][Si:17]([CH3:20])([CH3:19])[CH3:18])=[CH:6][CH:5]=1)([O-:3])=[O:2].[CH:22](B(O)O)=[CH:23][C:24]1[CH:29]=[CH:28][CH:27]=[CH:26][CH:25]=1.C1(C)C=CC=CC=1.[OH-].[Na+]>CCOC(C)=O.O.C1C=CC([P]([Pd]([P](C2C=CC=CC=2)(C2C=CC=CC=2)C2C=CC=CC=2)([P](C2C=CC=CC=2)(C2C=CC=CC=2)C2C=CC=CC=2)[P](C2C=CC=CC=2)(C2C=CC=CC=2)C2C=CC=CC=2)(C2C=CC=CC=2)C2C=CC=CC=2)=CC=1.CO>[N+:1]([C:4]1[CH:12]=[C:11]2[C:7]([C:8]([CH:22]=[CH:23][C:24]3[CH:29]=[CH:28][CH:27]=[CH:26][CH:25]=3)=[N:9][N:10]2[CH2:13][O:14][CH2:15][CH2:16][Si:17]([CH3:20])([CH3:19])[CH3:18])=[CH:6][CH:5]=1)([O-:3])=[O:2] |f:3.4,^1:52,54,73,92|. The yield is 74.1%. Yields the product [N+](=O)([O-])C1=CC=C2C(=NN(C2=C1)COCC[Si](C)(C)C)C=CC1=CC=CC=C1 (6-nitro-3-styryl-1-[2-(trimethyl-silanyl)-ethoxymethyl]-1H-indazole). The reagents and catalysts are C=1C=CC(=CC1)[P](C=2C=CC=CC2)(C=3C=CC=CC3)[Pd]([P](C=4C=CC=CC4)(C=5C=CC=CC5)C=6C=CC=CC6)([P](C=7C=CC=CC7)(C=8C=CC=CC8)C=9C=CC=CC9)[P](C=1C=CC=CC1)(C=1C=CC=CC1)C=1C=CC=CC1 (Pd(PPh3)4). Conditions: temperature 90 celsius. Solvent: CCOC(=O)C (EtOAc), O (water), CO (MeOH). The reactants are [N+](=O)([O-])C1=CC=C2C(=NN(C2=C1)COCC[Si](C)(C)C)I (6-nitro-3-iodo-[2-(trimethyl-silanyl)-ethoxymethyl]-1H-indazole), C(=CC1=CC=CC=C1)B(O)O (styryl boronic acid), C1(=CC=CC=C1)C (toluene), [OH-].[Na+] (NaOH).